Dataset: the Open Reaction Database (ORD), a public repository of structured organic reaction records. Task: describe an organic reaction: reactants, conditions, products, and yield Reported procedure: Under argon atmosphere, a mixture of methyl 7-bromo-1,1-dioxo-2,3-dihydro-1-benzothiepine-4-carboxylate (0.80 g), 4-tert-butylphenyl borate (0.47 g) and potassium carbonate (0.67 g) in toluene/ethanol/water (30/3/3 ml) was stirred at room temperature for 1 hour. To the mixture was added tetrakistriphenylphosphinepalladium (0.14 g), and the mixture was refluxed for 16 hours, cooled, extracted with ethyl acetate, washed with saturated brine, dried with magnesium sulfate and concentrated under redu... Reagents/catalysts: C=1C=CC(=CC1)[P](C=2C=CC=CC2)(C=3C=CC=CC3)[Pd]([P](C=4C=CC=CC4)(C=5C=CC=CC5)C=6C=CC=CC6)([P](C=7C=CC=CC7)(C=8C=CC=CC8)C=9C=CC=CC9)[P](C=1C=CC=CC1)(C=1C=CC=CC1)C=1C=CC=CC1 (tetrakistriphenylphosphinepalladium). Product: C(C)(C)(C)C1=CC=C(C=C1)C=1C=CC2=C(C=C(CCS2(=O)=O)C(=O)OC)C1 (methyl 7-(4-tert-butylphenyl)-1,1-dioxo-2,3-dihydro-1-benzothiepine-4-carboxylate). Yield: 85.4%. Starting materials: BrC=1C=CC2=C(C=C(CCS2(=O)=O)C(=O)OC)C1 (methyl 7-bromo-1,1-dioxo-2,3-dihydro-1-benzothiepine-4-carboxylate), B(OC1=CC=C(C=C1)C(C)(C)C)([O-])[O-] (4-tert-butylphenyl borate), C([O-])([O-])=O.[K+].[K+] (potassium carbonate). Reaction conditions: time 1 hour. Reaction SMILES: Br[C:2]1[CH:3]=[CH:4][C:5]2[S:11](=[O:13])(=[O:12])[CH2:10][CH2:9][C:8]([C:14]([O:16][CH3:17])=[O:15])=[CH:7][C:6]=2[CH:18]=1.B([O-])([O-])O[C:21]1[CH:26]=[CH:25][C:24]([C:27]([CH3:30])([CH3:29])[CH3:28])=[CH:23][CH:22]=1.C(=O)([O-])[O-].[K+].[K+]>C1(C)C=CC=CC=1.C(O)C.O.C1C=CC([P]([Pd]([P](C2C=CC=CC=2)(C2C=CC=CC=2)C2C=CC=CC=2)([P](C2C=CC=CC=2)(C2C=CC=CC=2)C2C=CC=CC=2)[P](C2C=CC=CC=2)(C2C=CC=CC=2)C2C=CC=CC=2)(C2C=CC=CC=2)C2C=CC=CC=2)=CC=1>[C:27]([C:24]1[CH:25]=[CH:26][C:21]([C:2]2[CH:3]=[CH:4][C:5]3[S:11](=[O:13])(=[O:12])[CH2:10][CH2:9][C:8]([C:14]([O:16][CH3:17])=[O:15])=[CH:7][C:6]=3[CH:18]=2)=[CH:22][CH:23]=1)([CH3:30])([CH3:29])[CH3:28] |f:2.3.4,5.6.7,^1:53,55,74,93|. Run in C1(=CC=CC=C1)C.C(C)O.O (toluene ethanol water).